Dataset: the Open Reaction Database (ORD), a public repository of structured organic reaction records. Task: describe an organic reaction: reactants, conditions, products, and yield Starting materials: O[C@H](C)[C@@H]1[C@H]2CC(=C(N2C1=O)C(=O)O)\C(=C\[C@H]1NCCC1)\C ((5R,6S)-6-[(1R)-1-hydroxyethyl]-7-oxo-3-[(E)-2-{(2S)-pyrrolidin-2-yl}-1-methylethenyl]-1-azabicyclo[3.2.0]hept-2-ene-2-carboxylic acid), C([O-])([O-])=O.[K+].[K+] (potassium carbonate), C([O-])([O-])=O.[K+].[K+] (potassium carbonate), Cl.C(C)(OCC)=N (ethyl acetimidate hydrochloride). Solvent: O (water). Run at time 15 minute. Yields the product C(C)(=N)N1[C@@H](CCC1)/C=C(\C)/C1=C(N2C([C@@H]([C@H]2C1)[C@@H](C)O)=O)C(=O)O ((5R,6S)-3-[(E)-2-{(2 S)-1-acetimidoylpyrrolidin-2-yl}-1-methylethenyl]-6-[(1R)-1-hydroxyethyl]-7-oxo-1-azabicyclo[3.2.0]hept-2-ene-2-carboxylic acid). Isolated yield 48.3%. RXN SMILES: [OH:1][C@@H:2]([C@H:4]1[C:10](=[O:11])[N:9]2[C@@H:5]1[CH2:6][C:7](/[C:15](/[CH3:22])=[CH:16]/[C@@H:17]1[CH2:21][CH2:20][CH2:19][NH:18]1)=[C:8]2[C:12]([OH:14])=[O:13])[CH3:3].C(=O)([O-])[O-].[K+].[K+].Cl.[C:30](=[NH:35])(OCC)[CH3:31]>O>[C:30]([N:18]1[CH2:19][CH2:20][CH2:21][C@H:17]1/[CH:16]=[C:15](/[C:7]1[CH2:6][C@H:5]2[N:9]([C:10](=[O:11])[C@@H:4]2[C@H:2]([OH:1])[CH3:3])[C:8]=1[C:12]([OH:14])=[O:13])\[CH3:22])(=[NH:35])[CH3:31] |f:1.2.3,4.5|. Reported procedure: A solution of (5R,6S)-6-[(1R)-1-hydroxyethyl]-7-oxo-3-[(E)-2-{(2S)-pyrrolidin-2-yl}-1-methylethenyl]-1-azabicyclo[3.2.0]hept-2-ene-2-carboxylic acid (0.44 g) in water (30 ml) was adjusted to pH 8.5 with aqueous potassium carbonate at 0° C. and ethyl acetimidate hydrochloride (5.4 g) was added in portions while adjusting around pH 8.5 with addition of aqueous potassium carbonate. After stirring for 15 minutes at pH 8.5, the reaction mixture was washed with a mixture of ethyl acetate and tetrahydr... As a reaction SMILES: [Br:6][c:7]1[cH:8][cH:9][c:10]([C:11](=[O:12])[NH:13][C:14]([CH3:15])([CH3:16])[CH3:17])[cH:18][cH:19]1.[C:20]([c:21]1[cH:22][cH:23][cH:24][cH:25][cH:26]1)([c:27]1[cH:28][cH:29][cH:30][cH:31][cH:32]1)([c:33]1[cH:34][cH:35][cH:36][cH:37][cH:38]1)[n:39]1[cH:40][n:41][c:42]([CH2:44][CH2:45][CH:46]=[O:47])[cH:43]1.[CH2:1]([Li:2])[CH2:3][CH2:4][CH3:5].[CH3:48][CH2:49][CH2:50][CH2:51][CH2:52][CH3:53].[O:54]1[CH2:55][CH2:56][CH2:57][CH2:58]1>>[c:7]1([CH:46]([CH2:45][CH2:44][c:42]2[n:41][cH:40][n:39]([C:20]([c:21]3[cH:22][cH:23][cH:24][cH:25][cH:26]3)([c:27]3[cH:28][cH:29][cH:30][cH:31][cH:32]3)[c:33]3[cH:34][cH:35][cH:36][cH:37][cH:38]3)[cH:43]2)[OH:47])[cH:8][cH:9][c:10]([C:11](=[O:12])[NH:13][C:14]([CH3:15])([CH3:16])[CH3:17])[cH:18][cH:19]1. The product is CC(C)(C)NC(=O)c1ccc(C(O)CCc2cn(C(c3ccccc3)(c3ccccc3)c3ccccc3)cn2)cc1. Reactants: CC(C)(C)NC(=O)c1ccc(Br)cc1, O=CCCc1cn(C(c2ccccc2)(c2ccccc2)c2ccccc2)cn1, [Li]CCCC, CCCCCC, C1CCOC1. The reactants are [N+](=O)([O-])C1=CC=C(C=C1)OC(=O)C1=CC=C(C=2N=C(OC21)CC)OC(F)F (4-difluoromethoxy-2-ethylbenzooxazole-7-carboxylic acid 4-nitro-phenyl ester), BrC1=C(N(N=C1)C)N (4-bromo-2-methyl-2H-pyrazol-3-ylamine). Solvent: C(C)OCC (diethyl ether). Product: BrC1=C(N(N=C1)C)NC(=O)C1=CC=C(C=2N=C(OC21)CC)OC(F)F (4-Difluoromethoxy-2-ethylbenzooxazole-7-carboxylic acid (4-bromo-2-methyl-2H-pyrazol-3-yl)-amide). The yield is 6.4%. RXN SMILES: [N+](C1C=CC(O[C:11]([C:13]2[C:21]3[O:20][C:19]([CH2:22][CH3:23])=[N:18][C:17]=3[C:16]([O:24][CH:25]([F:27])[F:26])=[CH:15][CH:14]=2)=[O:12])=CC=1)([O-])=O.[Br:28][C:29]1[CH:33]=[N:32][N:31]([CH3:34])[C:30]=1[NH2:35]>C(OCC)C>[Br:28][C:29]1[CH:33]=[N:32][N:31]([CH3:34])[C:30]=1[NH:35][C:11]([C:13]1[C:21]2[O:20][C:19]([CH2:22][CH3:23])=[N:18][C:17]=2[C:16]([O:24][CH:25]([F:26])[F:27])=[CH:15][CH:14]=1)=[O:12]. Reported procedure: Starting from 4-difluoromethoxy-2-ethylbenzooxazole-7-carboxylic acid 4-nitro-phenyl ester (100 mg) and 4-bromo-2-methyl-2H-pyrazol-3-ylamine (93 mg). Purification by column chromatography on silica eluting with 1-5% methanol in dichloromethane afforded, after trituration with diethyl ether, the title compound as a white solid (7 mg). Starting materials: COC(C=1C(C(=O)OC)=CC(=C(C1)NC1=CC=CC=C1)NC1=CC=CC=C1)=O (4,5-bis(anilino)phthalic acid dimethylester), O.[OH-].[Li+] (lithium hydroxide monohydrate). Solvent: CO (methanol), O (water), O (water). Run at time 15 minute. Yields the product N(C1=CC=CC=C1)C=1C=C(C(C(=O)O)=CC1NC1=CC=CC=C1)C(=O)O (4,5-Bis(anilino)phthalic acid). RXN SMILES: C[O:2][C:3](=[O:28])[C:4]1[C:5](=[CH:10][C:11]([NH:21][C:22]2[CH:27]=[CH:26][CH:25]=[CH:24][CH:23]=2)=[C:12]([NH:14][C:15]2[CH:20]=[CH:19][CH:18]=[CH:17][CH:16]=2)[CH:13]=1)[C:6]([O:8]C)=[O:7].O.[OH-].[Li+]>CO.O>[NH:14]([C:12]1[CH:13]=[C:4]([C:3]([OH:28])=[O:2])[C:5](=[CH:10][C:11]=1[NH:21][C:22]1[CH:23]=[CH:24][CH:25]=[CH:26][CH:27]=1)[C:6]([OH:8])=[O:7])[C:15]1[CH:16]=[CH:17][CH:18]=[CH:19][CH:20]=1 |f:1.2.3|. Reported procedure: A steady stream of argon is passed through a suspension of 26.35 g (70.0 mmol) of 4,5-bis(anilino)phthalic acid dimethylester in 230 ml of methanol, and a solution of 11.78 g (280 mmol, 2 eq) of lithium hydroxide monohydrate in 116 ml of water is added. The reaction mixture is heated to reflux for 2.5 h, cooled to RT and diluted with 400 ml water. Methanol is removed by evaporation, the resulting solution is cooled to 0°, and 70 ml 4N hydrochloric acid are added. After 15 min. at 0°, the gray cr... The reactants are COC(=O)[C@@H](C)OC(C1=CC=C(C=C1)O)=O ((R)-4-hydroxybenzoic acid 1-(methoxycarbonyl)-ethyl ester), C1CCC(CC1)N=C=NC2CCCCC2 (DCC), C(CCCCCCCCCCC)OC=1C=NC(=NC1)C1=CC=C(C(=O)O)C=C1 (4-(5-dodecyloxypyrimidin-2-yl)benzoic acid). Reagents/catalysts: CN(C)C1=CC=NC=C1 (N,N-dimethyl-4-aminopyridine). Solvent: C(Cl)Cl (methylene chloride). Reaction conditions: temperature 25 celsius. Yields the product COC(=O)[C@@H](C)OC(=O)C1=CC=C(C=C1)OC(C1=CC=C(C=C1)C1=NC=C(C=N1)OCCCCCCCCCCCC)=O (4-(5-Dodecyloxypyrimidin-2-yl)benzoic acid (R)-4-[1-(methoxycarbonyl)ethoxycarbonyl]phenyl ester). Isolated yield 22.4%. RXN SMILES: [CH3:1][O:2][C:3]([C@H:5]([O:7][C:8](=[O:16])[C:9]1[CH:14]=[CH:13][C:12]([OH:15])=[CH:11][CH:10]=1)[CH3:6])=[O:4].[CH2:17]([O:29][C:30]1[CH:31]=[N:32][C:33]([C:36]2[CH:44]=[CH:43][C:39]([C:40](O)=[O:41])=[CH:38][CH:37]=2)=[N:34][CH:35]=1)[CH2:18][CH2:19][CH2:20][CH2:21][CH2:22][CH2:23][CH2:24][CH2:25][CH2:26][CH2:27][CH3:28].C1CCC(N=C=NC2CCCCC2)CC1>CN(C1C=CN=CC=1)C.C(Cl)Cl>[CH3:1][O:2][C:3]([C@H:5]([O:7][C:8]([C:9]1[CH:10]=[CH:11][C:12]([O:15][C:40](=[O:41])[C:39]2[CH:38]=[CH:37][C:36]([C:33]3[N:34]=[CH:35][C:30]([O:29][CH2:17][CH2:18][CH2:19][CH2:20][CH2:21][CH2:22][CH2:23][CH2:24][CH2:25][CH2:26][CH2:27][CH3:28])=[CH:31][N:32]=3)=[CH:44][CH:43]=2)=[CH:13][CH:14]=1)=[O:16])[CH3:6])=[O:4]. Procedure details: In a 50 ml round flask were charged 191 mg (0.85 mmol) of (R)-4-hydroxybenzoic acid 1-(methoxycarbonyl)-ethyl ester as prepared in Example 1-2), 360 mg (0.935 mmol) of 4-(5-dodecyloxypyrimidin-2-yl)benzoic acid, 10.4 mg (0.085 mmol) of N,N-dimethyl-4-aminopyridine, and 20 ml of methylene chloride, followed by stirring at 25 ° C. To the mixture was added 193 mg (0.935 mmol) of DCC to conduct a reaction at 25° C. for 18 hours. After completion of the reaction, the solid was removed by filtration, ... Starting materials: O (Water), I(=O)(=O)C1=C(C(=O)O)C=CC=C1 (o-iodoxybenzoic acid), C(C)C1=CC=C(C=C1)C(O)C1=C(C=NC=C1)OCOCC[Si](C)(C)C ((4-ethylphenyl)-[3-[2-(trimethylsilyl)ethoxymethoxy]pyridin-4-yl]-methanol). Solvent: CS(=O)C (dimethyl sulfoxide), O1CCCC1 (tetrahydrofuran). Reaction conditions: time 17.5 hour. Yields the product C[Si](CCOCOC=1C=NC=CC1)(C)C (3-[2-(trimethylsilyl)ethoxymethoxy]pyridine). Isolated yield 180.9%. RXN SMILES: I(C1C=CC=CC=1C(O)=O)(=O)=O.C(C1C=CC(C([C:23]2[CH:28]=[CH:27][N:26]=[CH:25][C:24]=2[O:29][CH2:30][O:31][CH2:32][CH2:33][Si:34]([CH3:37])([CH3:36])[CH3:35])O)=CC=1)C.O>CS(C)=O.O1CCCC1>[CH3:35][Si:34]([CH3:37])([CH3:36])[CH2:33][CH2:32][O:31][CH2:30][O:29][C:24]1[CH:25]=[N:26][CH:27]=[CH:28][CH:23]=1. Reported procedure: To a solution of o-iodoxybenzoic acid (IBX) in dimethyl sulfoxide (15 mL), a solution of (4-ethylphenyl)-[3-[2-(trimethylsilyl)ethoxymethoxy]pyridin-4-yl]-methanol (synthesized in Reference Example 6; 3.0 g, 8.34 mmol) in tetrahydrofuran (20 mL) was added and the reaction mixture was stirred at room temperature for 17.5 hours. Water was added to the reaction mixture and the resulting precipitate was filtered and washed with ethyl acetate. The filtrate was washed with water and saturated aqueous ... Reactants: ClC=1C=C2N=C3C(=NC2=CC1)NC(=N3)CC (6-chloro-2-ethyl-1H-imidazo[4,5-b]quinoxaline), Cl (HCl). The solvent is CO (methanol). The product is Cl.ClC=1C=C2N=C3C(=NC2=CC1)NC(=N3)CC (6-chloro-2-ethyl-1H-imidazo[4,5-b]quinoxaline hydrochloride). Reaction SMILES: [Cl:1][C:2]1[CH:3]=[C:4]2[C:9](=[CH:10][CH:11]=1)[N:8]=[C:7]1[NH:12][C:13]([CH2:15][CH3:16])=[N:14][C:6]1=[N:5]2.Cl>CO>[ClH:1].[Cl:1][C:2]1[CH:3]=[C:4]2[C:9](=[CH:10][CH:11]=1)[N:8]=[C:7]1[NH:12][C:13]([CH2:15][CH3:16])=[N:14][C:6]1=[N:5]2 |f:3.4|. Procedure details: Two parts of 6-chloro-2-ethyl-1H-imidazo[4,5-b]quinoxaline was suspended in 40 parts of methanol. One part of concentrated HCl was added to give a solution. A solid formed at once and the slurry was cooled and filtered to give 2 parts of 6-chloro-2-ethyl-1H-imidazo[4,5-b]quinoxaline hydrochloride, m.p. 280°-282°. Procedure details: A mixture of thus obtained 2-oxo-3-methylthio-7-(2-chlorophenoxy)indoline and Raney nickel in dioxane was treated in a similar manner to that of Preparation 15-(2) to give 2-oxo-7-(2-chlorophenoxy)indoline. Starting materials: O=C1NC2=C(C=CC=C2C1SC)OC1=C(C=CC=C1)Cl (2-oxo-3-methylthio-7-(2-chlorophenoxy)indoline). Reaction SMILES: [O:1]=[C:2]1[CH:10](SC)[C:9]2[C:4](=[C:5]([O:13][C:14]3[CH:19]=[CH:18][CH:17]=[CH:16][C:15]=3[Cl:20])[CH:6]=[CH:7][CH:8]=2)[NH:3]1>[Ni].O1CCOCC1>[O:1]=[C:2]1[CH2:10][C:9]2[C:4](=[C:5]([O:13][C:14]3[CH:19]=[CH:18][CH:17]=[CH:16][C:15]=3[Cl:20])[CH:6]=[CH:7][CH:8]=2)[NH:3]1. Product: O=C1NC2=C(C=CC=C2C1)OC1=C(C=CC=C1)Cl (2-oxo-7-(2-chlorophenoxy)indoline). The solvent is O1CCOCC1 (dioxane). The reagents and catalysts are [Ni] (Raney nickel). Starting materials: COc1cc(C(=O)O)ccc1Cc1cn(C)c2ccc(CC(C)NC(=O)N(C)C)cc12, NS(=O)(=O)c1ccccc1Cl. Yields the product COc1cc(C(=O)NS(=O)(=O)c2ccccc2Cl)ccc1Cc1cn(C)c2ccc(CC(C)NC(=O)N(C)C)cc12. Reaction SMILES: [CH3:1][N:2]([C:3]([NH:4][CH:5]([CH2:6][c:7]1[cH:8][c:9]2[c:10]([CH2:17][c:18]3[c:19]([O:27][CH3:28])[cH:20][c:21]([C:22](=[O:23])[OH:24])[cH:25][cH:26]3)[cH:11][n:12]([CH3:16])[c:13]2[cH:14][cH:15]1)[CH3:29])=[O:30])[CH3:31].[Cl:32][c:33]1[c:34]([S:39](=[O:40])(=[O:41])[NH2:42])[cH:35][cH:36][cH:37][cH:38]1>>[CH3:1][N:2]([C:3]([NH:4][CH:5]([CH2:6][c:7]1[cH:8][c:9]2[c:10]([CH2:17][c:18]3[c:19]([O:27][CH3:28])[cH:20][c:21]([C:22](=[O:23])[NH:42][S:39]([c:34]4[c:33]([Cl:32])[cH:38][cH:37][cH:36][cH:35]4)(=[O:40])=[O:41])[cH:25][cH:26]3)[cH:11][n:12]([CH3:16])[c:13]2[cH:14][cH:15]1)[CH3:29])=[O:30])[CH3:31]. The reactants are BrC1=NN(C2=CC=C(C=C12)C(=O)N)C1OCCCC1 (3-bromo-1-perhydro-2H-pyran-2-yl-1H-indazole-5-carboxamide), COC(N(C)C)OC (N,N-dimethylformamide dimethyl acetal), C(C)(=O)O (acetic acid), NN (hydrazine). The solvent is O (water). Reaction conditions: temperature 80 celsius. Product: N1N=C(N=C1)C=1C=C2C(=NN(C2=CC1)C1OCCCC1)Br (2-(5-(1H-1,2,4-Triazol-3-yl)-3-bromo-1H-indazolyl)perhydro-2H-pyran). The yield is 93.0%. As a reaction SMILES: [Br:1][C:2]1[C:10]2[C:5](=[CH:6][CH:7]=[C:8]([C:11]([NH2:13])=O)[CH:9]=2)[N:4]([CH:14]2[CH2:19][CH2:18][CH2:17][CH2:16][O:15]2)[N:3]=1.COC(OC)[N:23]([CH3:25])C.C(O)(=O)C.[NH2:32]N>O>[NH:23]1[CH:25]=[N:32][C:11]([C:8]2[CH:9]=[C:10]3[C:5](=[CH:6][CH:7]=2)[N:4]([CH:14]2[CH2:19][CH2:18][CH2:17][CH2:16][O:15]2)[N:3]=[C:2]3[Br:1])=[N:13]1. Procedure details: The title compound was prepared by reacting 3-bromo-1-perhydro-2H-pyran-2-yl-1H-indazole-5-carboxamide (15.13 g, 46.67 mmol) with N,N-dimethylformamide dimethyl acetal (134 mL) and heating to 80° C. for 3 hours. The reaction was allowed to cool to room temperature, and condensed to a brown oil that was exposed to atmospheric conditions minimally. To the crude oil was added glacial acetic acid (220 mL) and hydrazine (23 mL), and then the mixture was heated to 115° C. for 1.5 hours. The reaction w...